This data is from the Open Reaction Database (ORD), a public repository of structured organic reaction records. The task is: describe an organic reaction: reactants, conditions, products, and yield Starting materials: CC(C)CCBr, CCO, [Na+], [OH-], O=C(O)Cc1ccc(O)cc1. Yields the product CC(C)CCOc1ccc(CC(=O)O)cc1. Reaction SMILES: [Br:14][CH2:15][CH2:16][CH:17]([CH3:18])[CH3:19].[CH3:20][CH2:21][OH:22].[Na+:2].[OH-:1].[OH:3][c:4]1[cH:5][cH:6][c:7]([CH2:10][C:11](=[O:12])[OH:13])[cH:8][cH:9]1>>[O:3]([c:4]1[cH:5][cH:6][c:7]([CH2:10][C:11](=[O:12])[OH:13])[cH:8][cH:9]1)[CH2:15][CH2:16][CH:17]([CH3:18])[CH3:19].